Dataset: the Open Reaction Database (ORD), a public repository of structured organic reaction records. Task: describe an organic reaction: reactants, conditions, products, and yield Starting materials: C1(=CC=CC=C1)OC#N (phenyl cyanate), Cl (hydrochloric acid), C[Si](C)(C)C#CC1=CC=C(C=C1)O (p-[(trimethylsilyl)ethynyl]phenol), solution, C[Li] (methyl lithium). Solvent: O1CCCC1 (tetrahydrofuran), CN(P(N(C)C)(N(C)C)=O)C (hexamethylphosphoric acid triamide), C(C)OCC (diethyl ether). Conditions: time 3 hour. The product is OC1=CC=C(C=C1)C#CC#N ((p-hydroxyphenyl)propiolonitrile). The yield is 56.0%. Reaction SMILES: C[Si]([C:5]#[C:6][C:7]1[CH:12]=[CH:11][C:10]([OH:13])=[CH:9][CH:8]=1)(C)C.C[Li].C1(O[C:23]#[N:24])C=CC=CC=1.Cl>CN(C)P(=O)(N(C)C)N(C)C.C(OCC)C.O1CCCC1>[OH:13][C:10]1[CH:11]=[CH:12][C:7]([C:6]#[C:5][C:23]#[N:24])=[CH:8][CH:9]=1. Procedure: A solution of 381 mg of p-[(trimethylsilyl)ethynyl]phenol in 5 ml of hexamethylphosphoric acid triamide was treated at -5° C. in a sulphonation flask under argon gasification with 2.5 ml of a 1.75M solution of methyl lithium in diethyl ether. 15 minutes after completion of the addition the mixture, which had become a red slurry, was diluted with 5 ml of absolute tetrahydrofuran and subsequently stirred at room temperature for 3 hours. The mixture was then cooled to -30° C. and 322 μl of phenyl c... Starting materials: C(C)(C)(C)OC(NCC#CC=1N=C(C=2N(C1)N=C(N2)C=2OC=CC2)N)=O ([3-(8-amino-2-furan-2-yl-[1,2,4]triazolo[1,5-a]pyrazin-6-yl)-prop-2-ynyl]-carbamic acid tert-butyl ester), FC(C(=O)O)(F)F (trifluoroacetic acid). Run in C(Cl)Cl (CH2Cl2). Conditions: time 2 hour. The product is NCC#CC=1N=C(C=2N(C1)N=C(N2)C=2OC=CC2)N (6-(3-amino-prop-1-ynyl)-2-furan-2-yl-[1,2,4]triazolo[1,5-a]pyrazin-8-ylamine). Reaction SMILES: C(OC(=O)[NH:7][CH2:8][C:9]#[C:10][C:11]1[N:12]=[C:13]([NH2:25])[C:14]2[N:15]([N:17]=[C:18]([C:20]3[O:21][CH:22]=[CH:23][CH:24]=3)[N:19]=2)[CH:16]=1)(C)(C)C.FC(F)(F)C(O)=O>C(Cl)Cl>[NH2:7][CH2:8][C:9]#[C:10][C:11]1[N:12]=[C:13]([NH2:25])[C:14]2[N:15]([N:17]=[C:18]([C:20]3[O:21][CH:22]=[CH:23][CH:24]=3)[N:19]=2)[CH:16]=1. Procedure details: To a solution of [3-(8-amino-2-furan-2-yl-[1,2,4]triazolo[1,5-a]pyrazin-6-yl)-prop-2-ynyl]-carbamic acid tert-butyl ester (100 mg, 0.28 mmol; see Ex. 41 below which was prepared according to Example 3 above) in CH2Cl2 (3 mL) was added trifluoroacetic acid (107 uL, 1.4 mmol). The reaction was stirred at room temperature for 2 hours. The solvent and trifluoroacetic acid was removed to yield 6-(3-amino-prop-1-ynyl)-2-furan-2-yl-[1,2,4]triazolo[1,5-a]pyrazin-8-ylamine as brown oil. The compound was ... The reactants are BrCCBr, CON(C)C(=O)c1cccc(C)n1, Cc1ccccc1, Cc1ccc(CCl)cc1, [Mg], C1CCOC1. Product: Cc1ccc(CC(=O)c2cccc(C)n2)cc1. Reaction SMILES: [Br:11][CH2:12][CH2:13][Br:14].[CH3:15][O:16][N:17]([C:18](=[O:19])[c:20]1[n:21][c:22]([CH3:26])[cH:23][cH:24][cH:25]1)[CH3:27].[CH3:28][c:29]1[cH:30][cH:31][cH:32][cH:33][cH:34]1.[CH3:2][c:3]1[cH:4][cH:5][c:6]([CH2:7][Cl:8])[cH:9][cH:10]1.[Mg:1].[O:35]1[CH2:36][CH2:37][CH2:38][CH2:39]1>>[CH3:2][c:3]1[cH:4][cH:5][c:6]([CH2:7][C:18](=[O:19])[c:20]2[n:21][c:22]([CH3:26])[cH:23][cH:24][cH:25]2)[cH:9][cH:10]1. The reactants are COC=1C=C(CC2N(CCC3=CC(=C(C=C23)O)OC)CC(=O)NC2CCC3=CC=CC=C23)C=CC1OC (2-[1-(3,4-dimethoxy-benzyl)-7-hydroxy-6-methoxy-3,4-dihydro-1H-isoquinolin-2-yl]-N-(indan-1-yl)-acetamide), BrC(C)CC (2-bromo-butane). Product: COC=1C=C(CC2N(CCC3=CC(=C(C=C23)OC(C)CC)OC)CC(=O)NC2CCC3=CC=CC=C23)C=CC1OC (2-[1-(3,4-dimethoxy-benzyl)-7-(but-2-oxy)-6-methoxy-3,4-dihydro-1H-isoquinolin-2-yl]-N-(indan-1-yl)-acetamide). Reaction SMILES: [CH3:1][O:2][C:3]1[CH:4]=[C:5]([CH:33]=[CH:34][C:35]=1[O:36][CH3:37])[CH2:6][CH:7]1[C:16]2[C:11](=[CH:12][C:13]([O:18][CH3:19])=[C:14]([OH:17])[CH:15]=2)[CH2:10][CH2:9][N:8]1[CH2:20][C:21]([NH:23][CH:24]1[C:32]2[C:27](=[CH:28][CH:29]=[CH:30][CH:31]=2)[CH2:26][CH2:25]1)=[O:22].Br[CH:39]([CH2:41][CH3:42])[CH3:40]>>[CH3:1][O:2][C:3]1[CH:4]=[C:5]([CH:33]=[CH:34][C:35]=1[O:36][CH3:37])[CH2:6][CH:7]1[C:16]2[C:11](=[CH:12][C:13]([O:18][CH3:19])=[C:14]([O:17][CH:39]([CH2:41][CH3:42])[CH3:40])[CH:15]=2)[CH2:10][CH2:9][N:8]1[CH2:20][C:21]([NH:23][CH:24]1[C:32]2[C:27](=[CH:28][CH:29]=[CH:30][CH:31]=2)[CH2:26][CH2:25]1)=[O:22]. Procedure details: prepared by reaction of 2-[1-(3,4-dimethoxy-benzyl)-7-hydroxy-6-methoxy-3,4-dihydro-1H-isoquinolin-2-yl]-N-(indan-1-yl)-acetamide with 2-bromo-butane RXN SMILES: [CH3:1][N:2]1[CH2:27][C:26](=O)[N:5]2[C:6]3[CH:25]=[CH:24][CH:23]=[CH:22][C:7]=3[CH2:8][N:9]3[C:17]4[CH:16]=[CH:15][CH:14]=[CH:13][C:12]=4[C:11]([C:18]([O:20][CH3:21])=[O:19])=[C:10]3[CH:4]2[C:3]1=O.B#B.Cl>O1CCCC1.CO>[CH3:1][N:2]1[CH2:27][CH2:26][N:5]2[C:6]3[CH:25]=[CH:24][CH:23]=[CH:22][C:7]=3[CH2:8][N:9]3[C:17]4[CH:16]=[CH:15][CH:14]=[CH:13][C:12]=4[C:11]([C:18]([O:20][CH3:21])=[O:19])=[C:10]3[CH:4]2[CH2:3]1. Product: CN1CC2N(C3=C(CN4C2=C(C=2C=CC=CC24)C(=O)OC)C=CC=C3)CC1 (methyl 1,3,4,16b-tetrahydro-2-methyl-2H,10H-indolo[2,1-c]pyrazino[1,2-a][1,4]benzodiazepine-16-carboxylate). Procedure: A mixture of methyl 1,3,4,16b-tetrahydro-2-methyl-1,4-dioxo-2H,10H-indolo[2,1-c]pyrazino[1,2-a][1,4]benzodiazepine-16-carboxylate (1.48 kg) in tetrahydrofuran (52 L) is heated to reflux under an atmosphere of nitrogen and then a solution of diborane in tetrahydrofuran (1M, 9.47 L) is added over a period of one hour. The reaction mixture is maintained at reflux for 20 hours, at which time it is treated sequentially with methanol (4 L) (slow, cautious addition) and a solution of hydrogen chloride ... Starting materials: Cl (hydrogen chloride), B#B (diborane), CN1C(C2N(C3=C(CN4C2=C(C=2C=CC=CC24)C(=O)OC)C=CC=C3)C(C1)=O)=O (methyl 1,3,4,16b-tetrahydro-2-methyl-1,4-dioxo-2H,10H-indolo[2,1-c]pyrazino[1,2-a][1,4]benzodiazepine-16-carboxylate). Run in O1CCCC1 (tetrahydrofuran), CO (methanol), O1CCCC1 (tetrahydrofuran), CO (methanol). Reactants: CCCCCCC(C)O, C1COCCO1, OO. The product is CCCCCCC(C)=O. RXN SMILES: [CH3:1][CH:2]([CH2:3][CH2:4][CH2:5][CH2:6][CH2:7][CH3:8])[OH:9].[O:12]1[CH2:13][CH2:14][O:15][CH2:16][CH2:17]1.[OH:10][OH:11]>>[CH3:1][C:2]([CH2:3][CH2:4][CH2:5][CH2:6][CH2:7][CH3:8])=[O:9].